From a dataset of the Open Reaction Database (ORD), a public repository of structured organic reaction records. describe an organic reaction: reactants, conditions, products, and yield The reactants are C1CCOC1, CO, COc1ccc(Cn2cc(-c3cc(Cc4ccc(F)cc4)n(CC(=O)OC(C)(C)C)n3)nn2)cc1, [Na+], [OH-], O. Yields the product COc1ccc(Cn2cc(-c3cc(Cc4ccc(F)cc4)n(CC(=O)O)n3)nn2)cc1. RXN SMILES: [CH2:38]1[O:39][CH2:40][CH2:41][CH2:42]1.[CH3:36][OH:37].[F:1][c:2]1[cH:3][cH:4][c:5]([CH2:6][c:7]2[cH:8][c:9](-[c:20]3[n:21][n:22][n:23]([CH2:25][c:26]4[cH:27][cH:28][c:29]([O:32][CH3:33])[cH:30][cH:31]4)[cH:24]3)[n:10][n:11]2[CH2:12][C:13](=[O:14])[O:15][C:16]([CH3:17])([CH3:18])[CH3:19])[cH:34][cH:35]1.[Na+:44].[OH-:43].[OH2:45]>>[F:1][c:2]1[cH:3][cH:4][c:5]([CH2:6][c:7]2[cH:8][c:9](-[c:20]3[n:21][n:22][n:23]([CH2:25][c:26]4[cH:27][cH:28][c:29]([O:32][CH3:33])[cH:30][cH:31]4)[cH:24]3)[n:10][n:11]2[CH2:12][C:13](=[O:14])[OH:15])[cH:34][cH:35]1.